From a dataset of the Open Reaction Database (ORD), a public repository of structured organic reaction records. describe an organic reaction: reactants, conditions, products, and yield Reactants: Cl.C(#N)C=1C(=[N+](C(=CC1N1CCSCC1)C)[O-])C (3-cyano-2,6-dimethyl-4-(4-thiomorpholinyl)pyridine 1-oxide hydrochloride), [OH-].[Na+] (sodium hydroxide). Yields the product CC1=[N+](C(=CC(=C1C(=O)N)N1CCSCC1)C)[O-] (2,6-Dimethyl-4-(4-thiomorpholinyl)pyridine-3-carboxamide 1-oxide). Reaction SMILES: Cl.[C:2]([C:4]1[C:5]([CH3:18])=[N+:6]([O-:17])[C:7]([CH3:16])=[CH:8][C:9]=1[N:10]1[CH2:15][CH2:14][S:13][CH2:12][CH2:11]1)#[N:3].[OH-:19].[Na+]>>[CH3:18][C:5]1[C:4]([C:2]([NH2:3])=[O:19])=[C:9]([N:10]2[CH2:15][CH2:14][S:13][CH2:12][CH2:11]2)[CH:8]=[C:7]([CH3:16])[N+:6]=1[O-:17] |f:0.1,2.3|. Procedure: 3 g (0.012 mol) of 3-cyano-2,6-dimethyl-4-(4-thiomorpholinyl)pyridine 1-oxide hydrochloride (from Example 1) were dissolved in 10 ml of 10 N sodium hydroxide solution, and the solution was heated under reflux for 6 hours. It was then evaporated until a precipitate formed, the mixture was cooled, and the solid was filtered off and recrystallized from methanol.